Task: describe an organic reaction: reactants, conditions, products, and yield. Dataset: the Open Reaction Database (ORD), a public repository of structured organic reaction records The reactants are ClCCl, C=CCC(=O)N1C(C=C)CCCC1c1ccc(F)cc1. Yields the product O=C1CC=CC2CCCC(c3ccc(F)cc3)N12. Reaction SMILES: [CH2:21]([Cl:22])[Cl:23].[F:1][c:2]1[cH:3][cH:4][c:5]([CH:8]2[N:9]([C:16]([CH2:17][CH:18]=[CH2:19])=[O:20])[CH:10]([CH:14]=[CH2:15])[CH2:11][CH2:12][CH2:13]2)[cH:6][cH:7]1>>[F:1][c:2]1[cH:3][cH:4][c:5]([CH:8]2[N:9]3[CH:10]([CH2:11][CH2:12][CH2:13]2)[CH:19]=[CH:18][CH2:17][C:16]3=[O:20])[cH:6][cH:7]1. The reactants are ClC=1C=C(C=CC1)C=1C=C2N(C(CNC2=O)CC(=O)O)C1 ([7-(3-chlorophenyl)-1-oxo-1,2,3,4-tetrahydropyrrolo[1,2-a]pyrazin-4-yl]acetic acid), C1CCOC1 (THF), [N-]=[N+]=[N-].[Na+] (NaN3), C=1C=CC(=CC1)P(=O)(C=2C=CC=CC2)N=[N+]=[N-] (DPPA). Run at time 18 hour. Product: ClC=1C=C(C=CC1)C=1C=C2N(C(CNC2=O)CNC(=O)N=[N+]=[N-])C1 ({[7-(3-chlorophenyl)-1-oxo-1,2,3,4-tetrahydropyrrolo[1,2-a]pyrazin-4-yl]methyl}carbamic azide). Reaction SMILES: [Cl:1][C:2]1[CH:3]=[C:4]([C:8]2[CH:9]=[C:10]3[C:15](=[O:16])[NH:14][CH2:13][CH:12]([CH2:17]C(O)=O)[N:11]3[CH:21]=2)[CH:5]=[CH:6][CH:7]=1.[N-:22]=[N+:23]=[N-:24].[Na+].C1C=CC(P([N:40]=[N+]=[N-])(C2C=CC=CC=2)=O)=CC=1.C1[CH2:47][O:46]CC1>>[Cl:1][C:2]1[CH:3]=[C:4]([C:8]2[CH:9]=[C:10]3[C:15](=[O:16])[NH:14][CH2:13][CH:12]([CH2:17][NH:40][C:47]([N:22]=[N+:23]=[N-:24])=[O:46])[N:11]3[CH:21]=2)[CH:5]=[CH:6][CH:7]=1 |f:1.2|. Procedure: 100 mg (0.328 mmol) of [7-(3-chlorophenyl)-1-oxo-1,2,3,4-tetrahydropyrrolo[1,2-a]pyrazin-4-yl]acetic acid and NaN3 (664 mg, 0.98 mmol) were suspended in 10 ml of dry THF, 108 mg of DPPA (0.394 mmol) was added. The mixture was stirred at room temperature for 18 h. The volatiles were removed under vacuo and the residue was purified by flash chromatography (DCM/EtOAc/EtOH 6/3/1) to give the desired compound and a secondary compound. The reactants are ClC=1NC2=C(N1)C=CC=C2 (2-chlorobenzimidazole), FC=1C=C(N)C=C(C1)C(F)(F)F (3-fluoro-5-(trifluoromethyl)aniline). Yields the product N1=C(NC2=C1C=CC=C2)NC2=CC(=CC(=C2)C(F)(F)F)F (N-(Benzimidazol-2-yl)-3-fluoro-5-(trifluoromethyl)aniline), hydrochloride salt. Reaction SMILES: Cl[C:2]1[NH:3][C:4]2[CH:10]=[CH:9][CH:8]=[CH:7][C:5]=2[N:6]=1.[F:11][C:12]1[CH:13]=[C:14]([CH:16]=[C:17]([C:19]([F:22])([F:21])[F:20])[CH:18]=1)[NH2:15]>>[N:6]1[C:5]2[CH:7]=[CH:8][CH:9]=[CH:10][C:4]=2[NH:3][C:2]=1[NH:15][C:14]1[CH:16]=[C:17]([C:19]([F:20])([F:21])[F:22])[CH:18]=[C:12]([F:11])[CH:13]=1. Reported procedure: The title compound was prepared from 2-chlorobenzimidazole and 3-fluoro-5-(trifluoromethyl)aniline by Procedure A. The product was isolated by filtration to give the title compound as a hydrochloride salt (white solid, mp 263-265° C.). MS(ES+) m/z 296 ([M+1]+, 100). The reactants are CC(C)(C)OC(=O)CBr, CC(C)(C)OC(=O)Nc1cc(O)c(I)cc1[N+](=O)[O-]. Reaction SMILES: [Br:20][CH2:21][C:22](=[O:23])[O:24][C:25]([CH3:26])([CH3:27])[CH3:28].[C:1]([CH3:2])([CH3:3])([CH3:4])[O:5][C:6]([NH:7][c:8]1[c:9]([N+:16](=[O:17])[O-:18])[cH:10][c:11]([I:15])[c:12]([OH:14])[cH:13]1)=[O:19]>>[C:1]([CH3:2])([CH3:3])([CH3:4])[O:5][C:6]([NH:7][c:8]1[c:9]([N+:16](=[O:17])[O-:18])[cH:10][c:11]([I:15])[c:12]([O:14][CH2:21][C:22](=[O:23])[O:24][C:25]([CH3:26])([CH3:27])[CH3:28])[cH:13]1)=[O:19]. Product: CC(C)(C)OC(=O)COc1cc(NC(=O)OC(C)(C)C)c([N+](=O)[O-])cc1I. Reactants: CC(=O)OC1CCC2(C)C(=CCC3C2CCC2(C)C(C(=O)CO)CCC32)C1, COC(=O)CC(=O)OC, Cc1ccccc1, [Ca+2], [Cl-], [Cl-]. Product: COC(=O)CC(=O)OCC(=O)C1CCC2C3CC=C4CC(OC(C)=O)CCC4(C)C3CCC12C. Reaction SMILES: [C:1]([CH3:2])(=[O:3])[O:4][CH:5]1[CH2:6][C:7]2=[CH:8][CH2:9][CH:10]3[CH:11]4[CH2:12][CH2:13][CH:14]([C:15]([CH2:16][OH:17])=[O:18])[C:19]4([CH3:27])[CH2:20][CH2:21][CH:22]3[C:23]2([CH3:26])[CH2:24][CH2:25]1.[C:28]([CH2:29][C:30](=[O:31])[O:32][CH3:33])(=[O:34])[O:35][CH3:36].[CH3:40][c:41]1[cH:42][cH:43][cH:44][cH:45][cH:46]1.[Ca+2:39].[Cl-:37].[Cl-:38]>>[C:1]([CH3:2])(=[O:3])[O:4][CH:5]1[CH2:6][C:7]2=[CH:8][CH2:9][CH:10]3[CH:11]4[CH2:12][CH2:13][CH:14]([C:15]([CH2:16][O:17][C:28]([CH2:29][C:30](=[O:31])[O:32][CH3:33])=[O:34])=[O:18])[C:19]4([CH3:27])[CH2:20][CH2:21][CH:22]3[C:23]2([CH3:26])[CH2:24][CH2:25]1. Reactants: CC=1C=CC(=CC1)S(=O)(=O)N (p-toluenesulfonamide), CN(C=O)C (N,N-dimethylformamide), C([O-])([O-])=O.[K+].[K+] (potassium carbonate), ClCC=1C=C(C(=CC1CCl)OC)OC (4,5-bischloromethyl veratrol). The solvent is O (water). Yields the product COC=1C=C2CN(CC2=CC1OC)S(=O)(=O)C1=CC=C(C=C1)C (5,6-dimethoxv-2-p-tolylsulfonylisoindoline). The yield is 95.2%. As a reaction SMILES: [CH3:1][C:2]1[CH:3]=[CH:4][C:5]([S:8]([NH2:11])(=[O:10])=[O:9])=[CH:6][CH:7]=1.CN(C)C=O.C(=O)([O-])[O-].[K+].[K+].Cl[CH2:24][C:25]1[CH:26]=[C:27]([O:35][CH3:36])[C:28]([O:33][CH3:34])=[CH:29][C:30]=1[CH2:31]Cl>O>[CH3:36][O:35][C:27]1[CH:26]=[C:25]2[C:30](=[CH:29][C:28]=1[O:33][CH3:34])[CH2:31][N:11]([S:8]([C:5]1[CH:4]=[CH:3][C:2]([CH3:1])=[CH:7][CH:6]=1)(=[O:10])=[O:9])[CH2:24]2 |f:2.3.4|. Reported procedure: 1.89 g (11 mmol) of p-toluenesulfonamide was added to 20 ml of N,N-dimethylformamide, and 3.3 g (24 mmol) of pulverised potassium carbonate and 2.0 g (8.5 mmol) of 4,5-bischloromethyl veratrol were added thereto at room temperature under stirring. The mixture was stirred at room temperature for 20 hours, and after an addition of 40 ml of water, extracted with methylene chloride. The extract was washed with water, and then dried over anhydrous sodium sulfate. The solvent was distilled off under r... The reactants are ClC1=NC2=CC=C(C=C2C=C1C(=O)O)Cl (2,6-dichloroquinoline-3-carboxylic acid), NC(CC1=CC=C(C=C1)NC1=NC=CC=C1C(=O)O)C(=O)O (2-{[4-(2-amino-2-carboxyethyl)phenyl]amino}pyridine-3-carboxylic acid). Product: C(=O)(O)C(CC1=CC=C(C=C1)NC1=NC=CC=C1C(=O)O)NC1=NC2=CC=C(C=C2C=C1C(=O)O)Cl (2-{1-Carboxy-2-[4-(3-carboxy-pyridin-2-ylamino)-phenyl]-ethylamino}-6-chloro-quinoline-3-carboxylic acid). As a reaction SMILES: Cl[C:2]1[C:11]([C:12]([OH:14])=[O:13])=[CH:10][C:9]2[C:4](=[CH:5][CH:6]=[C:7]([Cl:15])[CH:8]=2)[N:3]=1.[NH2:16][CH:17]([C:35]([OH:37])=[O:36])[CH2:18][C:19]1[CH:24]=[CH:23][C:22]([NH:25][C:26]2[C:31]([C:32]([OH:34])=[O:33])=[CH:30][CH:29]=[CH:28][N:27]=2)=[CH:21][CH:20]=1>>[C:35]([CH:17]([NH:16][C:2]1[C:11]([C:12]([OH:14])=[O:13])=[CH:10][C:9]2[C:4](=[CH:5][CH:6]=[C:7]([Cl:15])[CH:8]=2)[N:3]=1)[CH2:18][C:19]1[CH:20]=[CH:21][C:22]([NH:25][C:26]2[C:31]([C:32]([OH:34])=[O:33])=[CH:30][CH:29]=[CH:28][N:27]=2)=[CH:23][CH:24]=1)([OH:37])=[O:36]. Reported procedure: In close analogy to the procedure described in Example 104b, 2,6-dichloroquinoline-3-carboxylic acid is reacted with 2-{[4-(2-amino-2-carboxyethyl)phenyl]amino}pyridine-3-carboxylic acid (prepared by reaction of 2-amino-3-(4-aminophenyl)-propionic acid with 2-chloronicotinic acid as in Example 104a) to provide the title compound in good yield. The reactants are CCN=C=NCCCN(C)C, COC(=O)CCN, CCN(C(C)C)C(C)C, CC(NC(=O)N(Cc1ccc(C(=O)O)cc1)c1ccc(C2CCCCC2)cc1)c1ccc(Cl)cc1, Cl, CN(C)C=O, On1nnc2ccccc21. Yields the product COC(=O)CCNC(=O)c1ccc(CN(C(=O)NC(C)c2ccc(Cl)cc2)c2ccc(C3CCCCC3)cc2)cc1. As a reaction SMILES: [CH3:46][CH2:47][N:48]=[C:49]=[N:50][CH2:51][CH2:52][CH2:53][N:54]([CH3:55])[CH3:56].[CH3:58][O:59][C:60]([CH2:61][CH2:62][NH2:63])=[O:64].[CH:65]([N:66]([CH2:67][CH3:68])[CH:69]([CH3:70])[CH3:71])([CH3:72])[CH3:73].[Cl:1][c:2]1[cH:3][cH:4][c:5]([CH:8]([CH3:9])[NH:10][C:11]([N:12]([c:13]2[cH:14][cH:15][c:16]([CH:19]3[CH2:20][CH2:21][CH2:22][CH2:23][CH2:24]3)[cH:17][cH:18]2)[CH2:25][c:26]2[cH:27][cH:28][c:29]([C:30](=[O:31])[OH:32])[cH:33][cH:34]2)=[O:35])[cH:6][cH:7]1.[ClH:57].[O:74]=[CH:75][N:76]([CH3:77])[CH3:78].[OH:36][n:37]1[c:38]2[c:39]([cH:40][cH:41][cH:42][cH:43]2)[n:44][n:45]1>>[Cl:1][c:2]1[cH:3][cH:4][c:5]([CH:8]([CH3:9])[NH:10][C:11]([N:12]([c:13]2[cH:14][cH:15][c:16]([CH:19]3[CH2:20][CH2:21][CH2:22][CH2:23][CH2:24]3)[cH:17][cH:18]2)[CH2:25][c:26]2[cH:27][cH:28][c:29]([C:30](=[O:31])[NH:63][CH2:62][CH2:61][C:60]([O:59][CH3:58])=[O:64])[cH:33][cH:34]2)=[O:35])[cH:6][cH:7]1.